Dataset: the Open Reaction Database (ORD), a public repository of structured organic reaction records. Task: describe an organic reaction: reactants, conditions, products, and yield Reactants: CO, CCOC(=O)C(C)(C)c1ccc([N+](=O)[O-])c(Cl)c1, [K+], [OH-]. Product: CC(C)(C(=O)O)c1ccc([N+](=O)[O-])c(Cl)c1. Reaction SMILES: [CH3:21][OH:22].[Cl:3][c:4]1[cH:5][c:6]([C:13]([C:14](=[O:15])[O:16][CH2:17][CH3:18])([CH3:19])[CH3:20])[cH:7][cH:8][c:9]1[N+:10](=[O:11])[O-:12].[K+:2].[OH-:1]>>[Cl:3][c:4]1[cH:5][c:6]([C:13]([C:14](=[O:15])[OH:16])([CH3:19])[CH3:20])[cH:7][cH:8][c:9]1[N+:10](=[O:11])[O-:12]. The reactants are CCOC(=O)CBr, CCOC(=O)CBr, CCOC(=O)C1(C(C)=O)CC1, Cl, I, [Zn], c1ccccc1, c1ccccc1. Yields the product CCOC(=O)CC(C)(O)C1(C(=O)OCC)CC1. As a reaction SMILES: [Br:13][CH2:14][C:15](=[O:16])[O:17][CH2:18][CH3:19].[Br:26][CH2:27][C:28]([O:29][CH2:30][CH3:31])=[O:32].[C:1]([CH3:2])(=[O:3])[C:4]1([C:7](=[O:8])[O:9][CH2:10][CH3:11])[CH2:5][CH2:6]1.[ClH:33].[I:12].[Zn:40].[cH:20]1[cH:21][cH:22][cH:23][cH:24][cH:25]1.[cH:34]1[cH:35][cH:36][cH:37][cH:38][cH:39]1>>[C:1]([CH3:2])([OH:3])([C:4]1([C:7](=[O:8])[O:9][CH2:10][CH3:11])[CH2:5][CH2:6]1)[CH2:14][C:15](=[O:16])[O:17][CH2:18][CH3:19]. Starting materials: COC(=O)Cc1ccc2ncc(Br)cc2c1, O=C([O-])[O-], CN1CCNCC1, Cc1ccccc1, [Cs+], [Cs+], O=C(C=Cc1ccccc1)C=Cc1ccccc1, O=C(C=Cc1ccccc1)C=Cc1ccccc1, O=C(C=Cc1ccccc1)C=Cc1ccccc1, [Pd], [Pd], c1ccc(P(c2ccccc2)c2ccc3ccccc3c2-c2c(P(c3ccccc3)c3ccccc3)ccc3ccccc23)cc1. The product is COC(=O)Cc1ccc2ncc(N3CCN(C)CC3)cc2c1. Reaction SMILES: [Br:1][c:2]1[cH:3][n:4][c:5]2[cH:6][cH:7][c:8]([CH2:12][C:13](=[O:14])[O:15][CH3:16])[cH:9][c:10]2[cH:11]1.[C:70](=[O:71])([O-:72])[O-:73].[CH3:17][N:18]1[CH2:19][CH2:20][NH:21][CH2:22][CH2:23]1.[CH3:76][c:77]1[cH:78][cH:79][cH:80][cH:81][cH:82]1.[Cs+:74].[Cs+:75].[O:103]=[C:104]([CH:105]=[CH:106][c:107]1[cH:108][cH:109][cH:110][cH:111][cH:112]1)[CH:113]=[CH:114][c:115]1[cH:116][cH:117][cH:118][cH:119][cH:120]1.[O:121]=[C:122]([CH:123]=[CH:124][c:125]1[cH:126][cH:127][cH:128][cH:129][cH:130]1)[CH:131]=[CH:132][c:133]1[cH:134][cH:135][cH:136][cH:137][cH:138]1.[O:85]=[C:86]([CH:87]=[CH:88][c:89]1[cH:90][cH:91][cH:92][cH:93][cH:94]1)[CH:95]=[CH:96][c:97]1[cH:98][cH:99][cH:100][cH:101][cH:102]1.[Pd:83].[Pd:84].[cH:24]1[cH:25][cH:26][c:27]([P:28]([c:29]2[cH:30][cH:31][c:32]3[c:33]([cH:34][cH:35][cH:36][cH:37]3)[c:38]2-[c:39]2[c:40]3[c:41]([cH:42][cH:43][cH:44][cH:45]3)[cH:46][cH:47][c:48]2[P:49]([c:50]2[cH:51][cH:52][cH:53][cH:54][cH:55]2)[c:56]2[cH:57][cH:58][cH:59][cH:60][cH:61]2)[c:62]2[cH:63][cH:64][cH:65][cH:66][cH:67]2)[cH:68][cH:69]1>>[c:2]1([N:21]2[CH2:20][CH2:19][N:18]([CH3:17])[CH2:23][CH2:22]2)[cH:3][n:4][c:5]2[cH:6][cH:7][c:8]([CH2:12][C:13](=[O:14])[O:15][CH3:16])[cH:9][c:10]2[cH:11]1. The reactants are C([O-])([O-])=O.[K+].[K+] (potassium carbonate), C(C1=CC=CC=C1)N(CC(=O)C1=CC=C(C(C(=O)N)=C1)O)CC1=CC=CC=C1 (5-(N,N-dibenzylglycyl) salicylamide), ICCCCCCC (1-iodo heptane). Solvent: CC(CC)=O (butanone). The product is C(C1=CC=CC=C1)N(CC(=O)C=1C=CC(=C(C(=O)N)C1)OCCCCCCC)CC1=CC=CC=C1 (5-(N,N-Dibenzylglycyl)-2-(heptyloxy)benzamide). Yield: 99.8%. RXN SMILES: C(=O)([O-])[O-].[K+].[K+].[CH2:7]([N:14]([CH2:28][C:29]1[CH:34]=[CH:33][CH:32]=[CH:31][CH:30]=1)[CH2:15][C:16]([C:18]1[CH:26]=[C:22]([C:23]([NH2:25])=[O:24])[C:21]([OH:27])=[CH:20][CH:19]=1)=[O:17])[C:8]1[CH:13]=[CH:12][CH:11]=[CH:10][CH:9]=1.I[CH2:36][CH2:37][CH2:38][CH2:39][CH2:40][CH2:41][CH3:42]>CC(=O)CC>[CH2:28]([N:14]([CH2:7][C:8]1[CH:9]=[CH:10][CH:11]=[CH:12][CH:13]=1)[CH2:15][C:16]([C:18]1[CH:19]=[CH:20][C:21]([O:27][CH2:36][CH2:37][CH2:38][CH2:39][CH2:40][CH2:41][CH3:42])=[C:22]([CH:26]=1)[C:23]([NH2:25])=[O:24])=[O:17])[C:29]1[CH:34]=[CH:33][CH:32]=[CH:31][CH:30]=1 |f:0.1.2|. Reported procedure: A mixture of potassium carbonate (3.73 g), 5-(N,N-dibenzylglycyl) salicylamide (10 g) and 1-iodo heptane (7.5 g) in butanone (200 ml) was stirred and heated under reflux for 24 hours. The solid was filtered off and the filtrate was evaporated. The residue was partitioned between ethyl acetate and water. The dried (MgSO4) ethyl acetate solution was evaporated to give a yellow oil (12.6 g) which crystallised twice from isopropanol to yield the ether (6.3 g) m.p. 97.5°-98°.